Dataset: the Open Reaction Database (ORD), a public repository of structured organic reaction records. Task: describe an organic reaction: reactants, conditions, products, and yield Starting materials: ClC1=CC(=C(C=C1S(NC)(=O)=O)C=1N(C(C(N1)C1=CC=C(C=C1)Cl)C1=CC=C(C=C1)Cl)C(=O)Cl)OCC (2-(4-chloro-2-ethoxy-5-methylsulfamoyl-phenyl)-4,5-bis-(4-chloro-phenyl)-4,5-dihydro-imidazole-1-carbonyl chloride), O.ON1N=NC2=C1C=CC=C2 (1-hydroxybenzotriazole hydrate), C(C)(C)N(CC)C(C)C (diisopropylethylamine). Solvent: C(Cl)Cl (methylene chloride). The product is N1(N=NC2=C1C=CC=C2)OC(=O)N2C(=N[C@H]([C@H]2C2=CC=C(C=C2)Cl)C2=CC=C(C=C2)Cl)C2=C(C=C(C(=C2)S(NC)(=O)=O)Cl)OCC ((4S,5R)-2-(4-Chloro-2-ethoxy-5-methylsulfamoyl-phenyl)-4,5-bis-(4-chloro-phenyl)-4,5-dihydro-imidazole-1-carboxylic acid benzotriazol-1-yl ester). Reaction SMILES: [Cl:1][C:2]1[C:7]([S:8](=[O:12])(=[O:11])[NH:9][CH3:10])=[CH:6][C:5]([C:13]2[N:14]([C:32](Cl)=[O:33])[CH:15]([C:25]3[CH:30]=[CH:29][C:28]([Cl:31])=[CH:27][CH:26]=3)[CH:16]([C:18]3[CH:23]=[CH:22][C:21]([Cl:24])=[CH:20][CH:19]=3)[N:17]=2)=[C:4]([O:35][CH2:36][CH3:37])[CH:3]=1.O.[OH:39][N:40]1[C:44]2[CH:45]=[CH:46][CH:47]=[CH:48][C:43]=2[N:42]=[N:41]1.C(N(C(C)C)CC)(C)C>C(Cl)Cl>[N:40]1([O:39][C:32]([N:14]2[C@H:15]([C:25]3[CH:30]=[CH:29][C:28]([Cl:31])=[CH:27][CH:26]=3)[C@H:16]([C:18]3[CH:19]=[CH:20][C:21]([Cl:24])=[CH:22][CH:23]=3)[N:17]=[C:13]2[C:5]2[CH:6]=[C:7]([S:8](=[O:12])(=[O:11])[NH:9][CH3:10])[C:2]([Cl:1])=[CH:3][C:4]=2[O:35][CH2:36][CH3:37])=[O:33])[C:44]2[CH:45]=[CH:46][CH:47]=[CH:48][C:43]=2[N:42]=[N:41]1 |f:1.2|. Procedure: In an analogous manner as described in example 29, 5-[4,5-bis-(4-chloro-phenyl)-4,5-dihydro-1H-imidazol-2-yl]-2-chloro-4-ethoxy-N-methyl-benzenesulfonamide was treated with phosgene and diisopropylethylamine in methylene chloride to give 2-(4-chloro-2-ethoxy-5-methylsulfamoyl-phenyl)-4,5-bis-(4-chloro-phenyl)-4,5-dihydro-imidazole-1-carbonyl chloride. The crude carbamoyl chloride was then reacted with 1-hydroxybenzotriazole hydrate and diisopropylethylamine in methylene chloride to give the race... Reactants: O=C1CCC(=O)N1Br, CN(C)C=O, Nc1ccc(F)cc1C(=O)O, O. The product is Nc1c(Br)cc(F)cc1C(=O)O. RXN SMILES: [Br:17][N:18]1[C:19](=[O:20])[CH2:21][CH2:22][C:23]1=[O:24].[CH3:12][N:13]([CH3:14])[CH:15]=[O:16].[NH2:1][c:2]1[c:3]([C:4](=[O:5])[OH:6])[cH:7][c:8]([F:11])[cH:9][cH:10]1.[OH2:25]>>[NH2:1][c:2]1[c:3]([C:4](=[O:5])[OH:6])[cH:7][c:8]([F:11])[cH:9][c:10]1[Br:17]. Starting materials: Cn1cc(C(O)c2cn(C(c3ccccc3)(c3ccccc3)c3ccccc3)cn2)cc1C(=O)c1ccc(Cl)cc1, ClCCl. Product: Cn1cc(C(=O)c2cn(C(c3ccccc3)(c3ccccc3)c3ccccc3)cn2)cc1C(=O)c1ccc(Cl)cc1. RXN SMILES: [Cl:1][c:2]1[cH:3][cH:4][c:5]([C:8](=[O:9])[c:10]2[n:11]([CH3:41])[cH:12][c:13]([CH:15]([c:16]3[n:17][cH:18][n:19]([C:21]([c:22]4[cH:23][cH:24][cH:25][cH:26][cH:27]4)([c:28]4[cH:29][cH:30][cH:31][cH:32][cH:33]4)[c:34]4[cH:35][cH:36][cH:37][cH:38][cH:39]4)[cH:20]3)[OH:40])[cH:14]2)[cH:6][cH:7]1.[Cl:42][CH2:43][Cl:44]>>[Cl:1][c:2]1[cH:3][cH:4][c:5]([C:8](=[O:9])[c:10]2[n:11]([CH3:41])[cH:12][c:13]([C:15]([c:16]3[n:17][cH:18][n:19]([C:21]([c:22]4[cH:23][cH:24][cH:25][cH:26][cH:27]4)([c:28]4[cH:29][cH:30][cH:31][cH:32][cH:33]4)[c:34]4[cH:35][cH:36][cH:37][cH:38][cH:39]4)[cH:20]3)=[O:40])[cH:14]2)[cH:6][cH:7]1. The reactants are CN, CCO, CC(C)=O, Clc1nc2ccccc2[nH]1. Product: CNc1nc2ccccc2[nH]1. Reaction SMILES: [CH3:11][NH2:12].[CH3:13][CH2:14][OH:15].[CH3:16][C:17](=[O:18])[CH3:19].[Cl:1][c:2]1[n:3][c:4]2[c:5]([nH:6]1)[cH:7][cH:8][cH:9][cH:10]2>>[c:2]1([NH:12][CH3:11])[n:3][c:4]2[c:5]([nH:6]1)[cH:7][cH:8][cH:9][cH:10]2. Starting materials: C(C1=CC=CC=C1)N1CCC(CC1)O (1-benzyl-4-hydroxypiperidine), NCCCCCCO (6 -aminohexanol), C(C)(C)(C)OC (t-butyl-methyl ether), C(CCCCC)N (hexylamine), N,N'-carbonyldiimidazole, C(N)([O-])=O (carbamate), N,N'-carbonyldiimidazole, product. Solvent: solvent, C(Cl)Cl (methylene chloride), C(Cl)Cl (methylene chloride), C(Cl)Cl (methylene chloride), solvent, C(Cl)Cl (methylene chloride). Conditions: time 2 hour. Product: C(C1=CC=CC=C1)N1CCC(CC1)OC(NCCCCCCOC(NCCCCCC)=O)=O (1-Benzyl-4-[6-(hexylcarbamoyloxy)hexylcarbamoyloxy] piperidine). As a reaction SMILES: [CH2:1]([N:8]1[CH2:13][CH2:12][CH:11]([OH:14])[CH2:10][CH2:9]1)[C:2]1[CH:7]=[CH:6][CH:5]=[CH:4][CH:3]=1.[NH2:15][CH2:16][CH2:17][CH2:18][CH2:19][CH2:20][CH2:21][OH:22].[CH2:23]([NH2:29])[CH2:24][CH2:25][CH2:26][CH2:27][CH3:28].[C:30](=[O:33])([O-])N.[C:34]([O:38]C)(C)(C)C>C(Cl)Cl>[CH2:1]([N:8]1[CH2:13][CH2:12][CH:11]([O:14][C:30](=[O:33])[NH:15][CH2:16][CH2:17][CH2:18][CH2:19][CH2:20][CH2:21][O:22][C:34](=[O:38])[NH:29][CH2:23][CH2:24][CH2:25][CH2:26][CH2:27][CH3:28])[CH2:10][CH2:9]1)[C:2]1[CH:3]=[CH:4][CH:5]=[CH:6][CH:7]=1. Procedure details: A stirred suspension of N,N'-carbonyldiimidazole (58.38 g, 0.36 mol) in methylene chloride (250 mL) was treated with a solution of 1-benzyl-4-hydroxypiperidine (57.80 g, 0.30 mol) in the same solvent (200 mL) at RT. The resulting clear solution was stirred for 2 hrs., washed 3 times with water (60 mL), and the organic phase was added into a solution of 6 -aminohexanol (52.8 g, 0.45 mol) in methylene chloride (150 mL). The reaction mixture was kept overnight at RT, washed with water, dried over m... Starting materials: 9, C(C1=CC=CC=C1)OC(=O)ON1C(CCC1=O)=O (N-(benzyloxycarbonyloxy)succinimide), N[C@@H](CCO)C(=O)O (L-homoserine). The solvent is CN(C)C=O (DMF). Reaction conditions: temperature 0 celsius, time 1 hour. The product is C(C1=CC=CC=C1)OC(=O)N[C@@H](CCO)C(=O)O (N-Benzyloxycarbonyl-L-homoserine). RXN SMILES: [NH2:1][C@H:2]([C:6]([OH:8])=[O:7])[CH2:3][CH2:4][OH:5].[CH2:9]([O:16][C:17](ON1C(=O)CCC1=O)=[O:18])[C:10]1[CH:15]=[CH:14][CH:13]=[CH:12][CH:11]=1>CN(C=O)C>[CH2:9]([O:16][C:17]([NH:1][C@H:2]([C:6]([OH:8])=[O:7])[CH2:3][CH2:4][OH:5])=[O:18])[C:10]1[CH:15]=[CH:14][CH:13]=[CH:12][CH:11]=1. Procedure details: 6 g (50.4 mmol) of L-homoserine were largely dissolved in 50 ml of DMF and treated at 0° C. in portions with 12.56 9 (50.4 mmol) of N-(benzyloxycarbonyloxy)succinimide. The mixture was stirred at 0° C. for 1 h, then at RT for 48 h. The solvent was distilled off and the residue was partitioned between EA and a saturated NaCl solution. The organic phase was washed with saturated NaCl solution, with 5% strength citric acid and again with saturated NaCl solution, dried, filtered and concentrated. Th... Reactants: OC1=C(C(=O)OC)C=CC(=C1)F (methyl 2-hydroxy-4-fluorobenzoate), C(C)(C)(C)OC(=O)NCCCO (3-(tert-butoxycarbonylamino)propanol). Product: FC1=CC(=C(C(=O)OC)C=C1)OCCCNC(=O)OC(C)(C)C (Methyl 4-fluoro-2-(3-tert-butoxycarbonylaminopropoxy)benzoate). Yield: 84.0%. Reaction SMILES: [OH:1][C:2]1[CH:11]=[C:10]([F:12])[CH:9]=[CH:8][C:3]=1[C:4]([O:6][CH3:7])=[O:5].[C:13]([O:17][C:18]([NH:20][CH2:21][CH2:22][CH2:23]O)=[O:19])([CH3:16])([CH3:15])[CH3:14]>>[F:12][C:10]1[CH:9]=[CH:8][C:3]([C:4]([O:6][CH3:7])=[O:5])=[C:2]([O:1][CH2:23][CH2:22][CH2:21][NH:20][C:18]([O:17][C:13]([CH3:14])([CH3:16])[CH3:15])=[O:19])[CH:11]=1. Procedure: Using a procedure analogous to Example 1-C, methyl 2-hydroxy-4-fluorobenzoate and 3-(tert-butoxycarbonylamino)propanol gave the desired product as a white solid (20.6 g, 84%). 1NMR IS-MS, m/e: 328 (m+1).